Dataset: the Open Reaction Database (ORD), a public repository of structured organic reaction records. Task: describe an organic reaction: reactants, conditions, products, and yield Reactants: CC(C)(C)OC(=O)Nc1cc(OCC2CC2)c(C(F)(F)F)cc1NC(=O)CC(=O)c1cccc(-c2ccc(C3CC3)nc2)c1, ClCCl, O=C(O)C(F)(F)F. Yields the product O=C1CC(c2cccc(-c3ccc(C4CC4)nc3)c2)=Nc2cc(OCC3CC3)c(C(F)(F)F)cc2N1. RXN SMILES: [C:1]([O:2][C:3](=[O:4])[NH:7][c:8]1[c:9]([NH:23][C:24]([CH2:25][C:26](=[O:5])[c:28]2[cH:29][c:30](-[c:34]3[cH:35][n:36][c:37]([CH:40]4[CH2:41][CH2:42]4)[cH:38][cH:39]3)[cH:31][cH:32][cH:33]2)=[O:43])[cH:10][c:11]([C:19]([F:20])([F:21])[F:22])[c:12]([O:14][CH2:15][CH:16]2[CH2:17][CH2:18]2)[cH:13]1)([CH3:6])([CH3:27])[CH3:44].[Cl:52][CH2:53][Cl:54].[F:45][C:46]([F:47])([F:48])[C:49]([OH:50])=[O:51]>>[N:7]1=[C:26]([c:28]2[cH:29][c:30](-[c:34]3[cH:35][n:36][c:37]([CH:40]4[CH2:41][CH2:42]4)[cH:38][cH:39]3)[cH:31][cH:32][cH:33]2)[CH2:25][C:24](=[O:43])[NH:23][c:9]2[c:8]1[cH:13][c:12]([O:14][CH2:15][CH:16]1[CH2:17][CH2:18]1)[c:11]([C:19]([F:20])([F:21])[F:22])[cH:10]2. The reactants are O=C(O)c1ccc(Oc2ccc(OCc3ccccc3)cc2)c([N+](=O)[O-])c1, CO, [Cl-], [Fe], [NH4+], C1CCOC1, O. As a reaction SMILES: [CH2:1]([c:2]1[cH:3][cH:4][cH:5][cH:6][cH:7]1)[O:8][c:9]1[cH:10][cH:11][c:12]([O:13][c:14]2[c:15]([N+:23]([O-:24])=[O:25])[cH:16][c:17]([C:18](=[O:19])[OH:20])[cH:21][cH:22]2)[cH:26][cH:27]1.[CH3:31][OH:32].[Cl-:28].[Fe:38].[NH4+:29].[O:33]1[CH2:34][CH2:35][CH2:36][CH2:37]1.[OH2:30]>>[CH2:1]([c:2]1[cH:3][cH:4][cH:5][cH:6][cH:7]1)[O:8][c:9]1[cH:10][cH:11][c:12]([O:13][c:14]2[c:15]([NH2:23])[cH:16][c:17]([C:18](=[O:19])[OH:20])[cH:21][cH:22]2)[cH:26][cH:27]1. Yields the product Nc1cc(C(=O)O)ccc1Oc1ccc(OCc2ccccc2)cc1. Reactants: [BH4-], O=Cc1cccc(Br)c1, CCO, N#CCC#N, [Na+], O. Product: N#CC(C#N)Cc1cccc(Br)c1. Reaction SMILES: [BH4-:15].[Br:1][c:2]1[cH:3][c:4]([CH:5]=[O:6])[cH:7][cH:8][cH:9]1.[CH3:17][CH2:18][OH:19].[N:10]#[C:11][CH2:12][C:13]#[N:14].[Na+:16].[OH2:20]>>[Br:1][c:2]1[cH:3][c:4]([CH2:5][CH:12]([C:11]#[N:10])[C:13]#[N:14])[cH:7][cH:8][cH:9]1. Reactants: [Al+3], C1CCOC1, [Cl-], [H-], [H-], [H-], [H-], [Li+], O=C=NC1(c2cccs2)CCC2(CC1)OCCO2, [NH4+]. Product: CNC1(c2cccs2)CCC2(CC1)OCCO2. As a reaction SMILES: [Al+3:20].[CH2:27]1[O:28][CH2:29][CH2:30][CH2:31]1.[Cl-:25].[H-:19].[H-:22].[H-:23].[H-:24].[Li+:21].[N:1](=[C:2]=[O:3])[C:4]1([c:14]2[s:15][cH:16][cH:17][cH:18]2)[CH2:5][CH2:6][C:7]2([O:8][CH2:9][CH2:10][O:11]2)[CH2:12][CH2:13]1.[NH4+:26]>>[NH:1]([CH3:2])[C:4]1([c:14]2[s:15][cH:16][cH:17][cH:18]2)[CH2:5][CH2:6][C:7]2([O:8][CH2:9][CH2:10][O:11]2)[CH2:12][CH2:13]1. Starting materials: FC1=C(NCC2=C(C=CC=C2)[N+](=O)[O-])C=CC=C1 (2-fluoro-N-(2-nitrobenzyl)aniline), [Cl-].[NH4+] (ammonium chloride). The reagents and catalysts are [Zn] (zinc). Solvent: C(C)O (ethanol), O (H2O). Run at temperature 50 celsius, time 2 hour. The product is NC1=C(CNC2=C(C=CC=C2)F)C=CC=C1 (N-(2-aminobenzyl)-2-fluoroaniline). Isolated yield 92.5%. Reaction SMILES: [F:1][C:2]1[CH:18]=[CH:17][CH:16]=[CH:15][C:3]=1[NH:4][CH2:5][C:6]1[CH:11]=[CH:10][CH:9]=[CH:8][C:7]=1[N+:12]([O-])=O.[Cl-].[NH4+]>C(O)C.O.[Zn]>[NH2:12][C:7]1[CH:8]=[CH:9][CH:10]=[CH:11][C:6]=1[CH2:5][NH:4][C:3]1[CH:15]=[CH:16][CH:17]=[CH:18][C:2]=1[F:1] |f:1.2|. Procedure: A solution of 2-fluoro-N-(2-nitrobenzyl)aniline (9.8 g, 40 mmol) in ethanol (200 mL) was treated with a solution of ammonium chloride (11 g, 66 mmol) in H2O (200 mL) and zinc dust (40 g, 66 mmol), and the reaction mixture was stirred at 50° C. for 2 h. The reaction mixture was filtered, diluted with ethyl ether (1 L), washed with H2O (1 L) and evaporated to provide N-(2-aminobenzyl)-2-fluoroaniline (8 g) as a pink solid: Starting materials: [H-].[Na+] (sodium hydride), COC1=CC=C(CCl)C=C1 (p-methoxybenzylchloride), BrC1=CC2=C(N=C(N=C2C)SC)NC1=O (6-bromo-4-methyl-2-(methylthio)pyrido[2,3-d]pyrimidin-7(8H)-one). The solvent is CN(C)C=O (DMF), CN(C)C=O (DMF). Conditions: temperature 50 celsius, time 30 minute. Yields the product COC1=CC=C(CN2C(C(=CC3=C2N=C(N=C3C)SC)Br)=O)C=C1 (8-(4-Methoxybenzyl)-6-bromo-4-methyl-2-(methylthio)pyrido[2,3-d]pyrimidin-7(8H)-one). As a reaction SMILES: [H-].[Na+].[Br:3][C:4]1[C:16](=[O:17])[NH:15][C:7]2[N:8]=[C:9]([S:13][CH3:14])[N:10]=[C:11]([CH3:12])[C:6]=2[CH:5]=1.[CH3:18][O:19][C:20]1[CH:27]=[CH:26][C:23]([CH2:24]Cl)=[CH:22][CH:21]=1>CN(C=O)C>[CH3:18][O:19][C:20]1[CH:27]=[CH:26][C:23]([CH2:24][N:15]2[C:7]3[N:8]=[C:9]([S:13][CH3:14])[N:10]=[C:11]([CH3:12])[C:6]=3[CH:5]=[C:4]([Br:3])[C:16]2=[O:17])=[CH:22][CH:21]=1 |f:0.1|. Procedure: To a mixture of sodium hydride (60% dispersion in mineral oil) (90 mg, 1.5 equiv.) and anhydrous DMF (5 mL) was added 6-bromo-4-methyl-2-(methylthio)pyrido[2,3-d]pyrimidin-7(8H)-one (429 mg, 1.5 mmol) and the mixture stirred for 30 minutes at 50° C. Solution was then cooled a little and p-methoxybenzylchloride (281 mg, 1.2 equiv) in 1 mL DMF was then added dropwise. Heated to 50° C. for 3 hours and then stirred at rt overnight. Cooled to rt, partitioned between water and AcOEt, water further was... Reactants: C([O-])([O-])=O.[K+].[K+] (potassium carbonate), C(C1=CC=CC=C1)O (benzyl alcohol), FC1=C(C(=C(C=C1)[N+](=O)[O-])C)F (1,2-difluoro-3-methyl-4-nitrobenzene). Solvent: CCOC(=O)C (EtOAc). Reaction conditions: temperature 180 celsius. Yields the product C(C1=CC=CC=C1)OC1=C(C(=C(C=C1)[N+](=O)[O-])C)F (1-benzyloxy-2-fluoro-3-methyl-4-nitrobenzene). RXN SMILES: C(=O)([O-])[O-].[K+].[K+].[CH2:7]([OH:14])[C:8]1[CH:13]=[CH:12][CH:11]=[CH:10][CH:9]=1.F[C:16]1[CH:21]=[CH:20][C:19]([N+:22]([O-:24])=[O:23])=[C:18]([CH3:25])[C:17]=1[F:26]>CCOC(C)=O>[CH2:7]([O:14][C:16]1[CH:21]=[CH:20][C:19]([N+:22]([O-:24])=[O:23])=[C:18]([CH3:25])[C:17]=1[F:26])[C:8]1[CH:13]=[CH:12][CH:11]=[CH:10][CH:9]=1 |f:0.1.2|. Procedure: To a suspension of potassium carbonate (19.2 g, 138 mmol) and benzyl alcohol (22 mL) is added 1,2-difluoro-3-methyl-4-nitrobenzene (12 g, 69 mmol, ref. WO2007121416) and the mixture is heated to 180° C. for 2 h. The reaction mixture is then diluted with EtOAc and washed with water. The organic layer is concentrated and the residue is separated with FCC (EtOAc/heptane from 0 to 20%) to give 1-benzyloxy-2-fluoro-3-methyl-4-nitrobenzene. 1H NMR (400 MHz, MeOD) δ ppm 7.87 (dd, J=9.35, 2.02 Hz, 1 H),... Starting materials: Cl, NO, [Na+], [Na+], [Na+], [OH-], O, O=C1NC(=O)C(c2ccc(O)cc2)N1, O=S(=O)(O)O, O=S([O-])S(=O)[O-]. Yields the product NC(=O)NC(C(=O)O)c1ccc(O)cc1. Reaction SMILES: [ClH:32].[NH2:20][OH:21].[Na+:28].[Na+:29].[Na+:31].[OH-:30].[OH2:33].[OH:1][c:2]1[cH:3][cH:4][c:5]([CH:8]2[C:9](=[O:14])[NH:10][C:11](=[O:13])[NH:12]2)[cH:6][cH:7]1.[S:15](=[O:16])([OH:17])([OH:18])=[O:19].[S:22]([S:23]([O-:24])=[O:25])([O-:26])=[O:27]>>[OH:1][c:2]1[cH:3][cH:4][c:5]([CH:8]([C:9]([OH:14])=[O:16])[NH:12][C:11]([NH2:10])=[O:13])[cH:6][cH:7]1.